This data is from the Open Reaction Database (ORD), a public repository of structured organic reaction records. The task is: describe an organic reaction: reactants, conditions, products, and yield The reactants are COc1ccccc1C#CC(C)(C)Oc1ccc(C#N)cc1, Clc1ccccc1Cl. Yields the product COc1ccccc1C1=CC(C)(C)Oc2ccc(C#N)cc21. As a reaction SMILES: [CH3:1][C:2]([C:3]#[C:4][c:5]1[c:6]([O:11][CH3:12])[cH:7][cH:8][cH:9][cH:10]1)([O:13][c:14]1[cH:15][cH:16][c:17]([C:18]#[N:19])[cH:20][cH:21]1)[CH3:22].[Cl:23][c:24]1[c:25]([Cl:26])[cH:27][cH:28][cH:29][cH:30]1>>[CH3:1][C:2]1([CH3:22])[CH:3]=[C:4]([c:5]2[c:6]([O:11][CH3:12])[cH:7][cH:8][cH:9][cH:10]2)[c:21]2[c:14]([cH:15][cH:16][c:17]([C:18]#[N:19])[cH:20]2)[O:13]1. The reactants are CN(C1=C(C(=O)O)C=CC(=C1)[N+](=O)[O-])C (2-dimethylamino-4-nitro-benzoic acid), Cl.Cl.NC1=NC(=CC=C1N)OC (2,3-diamino-6-methoxy-pyridine dihydrochloride). The solvent is P(=O)(Cl)(Cl)Cl (phosphorus oxychloride). Product: CN(C1=C(C=CC(=C1)[N+](=O)[O-])C=1NC=2C(=NC(=CC2)OC)N1)C (2-(2-Dimethylamino-4-nitro-phenyl)-5-methoxy-imidazo[4,5-b]pyridine). RXN SMILES: [CH3:1][N:2]([CH3:15])[C:3]1[CH:11]=[C:10]([N+:12]([O-:14])=[O:13])[CH:9]=[CH:8][C:4]=1[C:5](O)=O.Cl.Cl.[NH2:18][C:19]1[C:24]([NH2:25])=[CH:23][CH:22]=[C:21]([O:26][CH3:27])[N:20]=1>P(Cl)(Cl)(Cl)=O>[CH3:1][N:2]([CH3:15])[C:3]1[CH:11]=[C:10]([N+:12]([O-:14])=[O:13])[CH:9]=[CH:8][C:4]=1[C:5]1[NH:25][C:24]2[C:19]([N:18]=1)=[N:20][C:21]([O:26][CH3:27])=[CH:22][CH:23]=2 |f:1.2.3|. Procedure details: An amount of 0.45 gm of 2-dimethylamino-4-nitro-benzoic acid is suspended in 15 ml of phosphorus oxychloride, and 0.45 gm of 2,3-diamino-6-methoxy-pyridine dihydrochloride are added. The mixture is refluxed for two hours and after cooling poured onto water. The aqueous solution is made ammoniacal with cooling, and the product precipitated is treated as in Example 4(b). Starting materials: COc1c(C=O)cc(Br)cc1C1CCC1, CCCCCC, CCOC(OCC)OCC. Yields the product CCOC(OCC)c1cc(Br)cc(C2CCC2)c1OC. As a reaction SMILES: [Br:1][c:2]1[cH:3][c:4]([CH:12]2[CH2:13][CH2:14][CH2:15]2)[c:5]([O:10][CH3:11])[c:6]([CH:7]=[O:8])[cH:9]1.[CH3:26][CH2:27][CH2:28][CH2:29][CH2:30][CH3:31].[CH:16]([O:17][CH2:18][CH3:19])([O:20][CH2:21][CH3:22])[O:23][CH2:24][CH3:25]>>[Br:1][c:2]1[cH:3][c:4]([CH:12]2[CH2:13][CH2:14][CH2:15]2)[c:5]([O:10][CH3:11])[c:6]([CH:16]([O:20][CH2:21][CH3:22])[O:23][CH2:24][CH3:25])[cH:9]1. Starting materials: FC1=C2C(=C(C(=NC2=CC(=C1)F)N1CCNCC1)C)NC=1C=NC=C(C1)N1CCOCC1 (5,7-difluoro-3-methyl-N-(5-morpholinopyridin-3-yl)-2-(piperazin-1-yl)quinolin-4-amine), C(C(C)C)S(=O)(=O)Cl (isobutylsulfonyl chloride). The product is FC1=C2C(=C(C(=NC2=CC(=C1)F)N1CCN(CC1)S(=O)(=O)CC(C)C)C)NC=1C=NC=C(C1)N1CCOCC1 (5,7-difluoro-2-(4-(isobutylsulfonyl)piperazin-1-yl)-3-methyl-N-(5-morpholinopyridin-3-yl)quinolin-4-amine). As a reaction SMILES: [F:1][C:2]1[CH:11]=[C:10]([F:12])[CH:9]=[C:8]2[C:3]=1[C:4]([NH:20][C:21]1[CH:22]=[N:23][CH:24]=[C:25]([N:27]3[CH2:32][CH2:31][O:30][CH2:29][CH2:28]3)[CH:26]=1)=[C:5]([CH3:19])[C:6]([N:13]1[CH2:18][CH2:17][NH:16][CH2:15][CH2:14]1)=[N:7]2.[CH2:33]([S:37](Cl)(=[O:39])=[O:38])[CH:34]([CH3:36])[CH3:35]>>[F:1][C:2]1[CH:11]=[C:10]([F:12])[CH:9]=[C:8]2[C:3]=1[C:4]([NH:20][C:21]1[CH:22]=[N:23][CH:24]=[C:25]([N:27]3[CH2:32][CH2:31][O:30][CH2:29][CH2:28]3)[CH:26]=1)=[C:5]([CH3:19])[C:6]([N:13]1[CH2:14][CH2:15][N:16]([S:37]([CH2:33][CH:34]([CH3:36])[CH3:35])(=[O:39])=[O:38])[CH2:17][CH2:18]1)=[N:7]2. Procedure: Prepared according to Procedure M using 5,7-difluoro-3-methyl-N-(5-morpholinopyridin-3-yl)-2-(piperazin-1-yl)quinolin-4-amine (50.0 mg, 0.11 mmol) and isobutylsulfonyl chloride to give 5,7-difluoro-2-(4-(isobutylsulfonyl)piperazin-1-yl)-3-methyl-N-(5-morpholinopyridin-3-yl)quinolin-4-amine. 1H NMR (DMSO-d6) δ ppm 1.05 (d, J=6.8 Hz, 6H), 2.11 (br s, 3H), 2.12-2.16 (m, 1H) 2.96 (d, J=6.8 Hz, 2H), 3.06 (br s, 4H), 3.33-3.37 (m, 8H), 3.69 (t, J=9.2 Hz, 4H), 6.53 (s, 1H), 7.16-7.20 (m, 1H), 7.29-7.32... Conditions: time 20 minute. Reactants: C(C)(C)(C)OC(=O)N1C[C@H]([C@H](CC1)C1=CC2=C(C3=NC(=CN3CCO2)C=2N(N=CN2)C(C)C)C=C1)O (racemic-cis-3-hydroxy-4-[2-(2-isopropyl-2H-[1,2,4]triazol-3-yl)-4,5-dihydro-6-oxa-1,3a-diaza-benzo[e]azulen-8-yl]-piperidine-1-carboxylic acid tert-butyl ester), Cl (hydrogen chloride). The yield is 108.0%. Reported procedure: To a solution of racemic-cis-3-hydroxy-4-[2-(2-isopropyl-2H-[1,2,4]triazol-3-yl)-4,5-dihydro-6-oxa-1,3a-diaza-benzo[e]azulen-8-yl]-piperidine-1-carboxylic acid tert-butyl ester (92 mg, 0.186 mmol) in DCM (0.5 mL) and methanol (0.3 mL) was added slowly a solution of hydrogen chloride in dioxane (4M, 0.8 mL). The mixture was stirred at room temperature for 2 h 20 min, then concentrated in vacuo. The resultant residue was triturated twice with ether and dried under vacuum to give racemic-cis-4-[2-(... RXN SMILES: C(OC([N:8]1[CH2:13][CH2:12][C@H:11]([C:14]2[CH:35]=[CH:34][C:17]3[C:18]4[N:22]([CH2:23][CH2:24][O:25][C:16]=3[CH:15]=2)[CH:21]=[C:20]([C:26]2[N:27]([CH:31]([CH3:33])[CH3:32])[N:28]=[CH:29][N:30]=2)[N:19]=4)[C@H:10]([OH:36])[CH2:9]1)=O)(C)(C)C.[ClH:37]>C(Cl)Cl.CO.O1CCOCC1>[ClH:37].[CH:31]([N:27]1[C:26]([C:20]2[N:19]=[C:18]3[N:22]([CH2:23][CH2:24][O:25][C:16]4[CH:15]=[C:14]([C@H:11]5[CH2:12][CH2:13][NH:8][CH2:9][C@H:10]5[OH:36])[CH:35]=[CH:34][C:17]=43)[CH:21]=2)=[N:30][CH:29]=[N:28]1)([CH3:33])[CH3:32] |f:5.6|. Product: Cl.C(C)(C)N1N=CN=C1C1=CN2CCOC3=C(C2=N1)C=CC(=C3)[C@@H]3[C@@H](CNCC3)O (racemic-cis-4-[2-(2-Isopropyl-2H-[1,2,4]triazol-3-yl)-4,5-dihydro-6-oxa-1,3a-diaza-benzo[e]azulen-8-yl]-piperidin-3-ol hydrochloride). The solvent is C(Cl)Cl (DCM), CO (methanol), O1CCOCC1 (dioxane). Starting materials: O.[OH-].[Li+] (lithium hydroxide monohydrate), COC(C1=CN=C(C=C1)OCC=1N(N=NC1C1=NC=CC=C1)C)=O (6-(3-methyl-5-pyridin-2-yl-3H-[1,2,3]triazol-4-ylmethoxy)-nicotinic acid methyl ester). Solvent: O (water), C1CCOC1 (THF), CO (MeOH). Run at time 2 hour. Yields the product CN1N=NC(=C1COC1=NC=C(C(=O)O)C=C1)C1=NC=CC=C1 (6-(3-Methyl-5-pyridin-2-yl-3H-[1,2,3]triazol-4-ylmethoxy)-nicotinic acid). The yield is 85.3%. Reaction SMILES: O.[OH-].[Li+].C[O:5][C:6](=[O:27])[C:7]1[CH:12]=[CH:11][C:10]([O:13][CH2:14][C:15]2[N:16]([CH3:26])[N:17]=[N:18][C:19]=2[C:20]2[CH:25]=[CH:24][CH:23]=[CH:22][N:21]=2)=[N:9][CH:8]=1>O.C1COCC1.CO>[CH3:26][N:16]1[C:15]([CH2:14][O:13][C:10]2[CH:11]=[CH:12][C:7]([C:6]([OH:27])=[O:5])=[CH:8][N:9]=2)=[C:19]([C:20]2[CH:25]=[CH:24][CH:23]=[CH:22][N:21]=2)[N:18]=[N:17]1 |f:0.1.2|. Procedure: A solution of lithium hydroxide monohydrate (51 mg, 1.22 mmol) in water (1.5 mL) was added dropwise to a suspension of 6-(3-methyl-5-pyridin-2-yl-3H-[1,2,3]triazol-4-ylmethoxy)-nicotinic acid methyl ester (199 mg, 0.61 mmol) in THF (1.5 mL) and MeOH (0.3 mL). The reaction mixture was then stirred at room temperature for 2 h. The reaction mixture was then evaporated and the residue dissolved in water, acidified with HCl (1N), and the resulting precipitate filtered off to afford the title product ... Reactants: O1C(=NC2=C1C=CC=C2)C=CC=2C(NC(=C(C2)CC)C)=O (3-[2-(benzoxazol-2-yl)ethenyl]-5-ethyl-6-methyl-2-(1H)-pyridinone), CO.C(C)O.C1CCOC1 (methanol ethanol THF). RXN SMILES: O1[C:5]2[CH:6]=[CH:7]C=[CH:9][C:4]=2[N:3]=C1C=CC1C(=O)NC(C)=C(CC)C=1.CO.[CH2:24]([OH:26])C.[CH2:27]1[CH2:31][O:30][CH2:29][CH2:28]1>[Pd]>[CH3:29][O:30][C:31]1[N:3]=[C:4]([CH3:9])[C:5]([CH2:6][CH3:7])=[CH:28][C:27]=1[CH:24]=[O:26] |f:1.2.3|. The reagents and catalysts are [Pd] (palladium/charcoal). Yields the product COC1=C(C=O)C=C(C(=N1)C)CC (2-methoxy-5-ethyl-6-methyl-nicotinaldehyde). Reported procedure: A solution of 80% pure 3-[2-(benzoxazol-2-yl)ethenyl]-5-ethyl-6-methyl-2-(1H)-pyridinone (200 mg) in methanol/ethanol/THF (25 mL, 1:1:1) was hydrogenated at atmospheric pressure over 5% palladium/charcoal for four hours. After filtering off the catalyst, the solvents were evaporated and the residue flash chromatographed over silica gel. Elution with 2% methanol-98% chloroform gave 75 mg of analytically pure product, mp 155°-156.5° C. Starting materials: CC1=NC(=C(C=O)C=C1)NC1=CC(=CC=C1)[N+](=O)[O-] (6-methyl-2-(3-nitrophenylamino)nicotinaldehyde), N1=CC=C(C=C1)CCCCC(=O)OCC (ethyl 5-(pyridin-4-yl)pentanoate), [Li+].CC(C)[N-]C(C)C (LDA). As a reaction SMILES: [CH3:1][C:2]1[CH:9]=[CH:8][C:5]([CH:6]=O)=[C:4]([NH:10][C:11]2[CH:16]=[CH:15][CH:14]=[C:13]([N+:17]([O-:19])=[O:18])[CH:12]=2)[N:3]=1.[N:20]1[CH:25]=[CH:24][C:23]([CH2:26][CH2:27][CH2:28][CH2:29][C:30](OCC)=[O:31])=[CH:22][CH:21]=1.[Li+].CC([N-]C(C)C)C>CCOC(C)=O>[CH3:1][C:2]1[N:3]=[C:4]2[C:5]([CH:6]=[C:29]([CH2:28][CH2:27][CH2:26][C:23]3[CH:24]=[CH:25][N:20]=[CH:21][CH:22]=3)[C:30](=[O:31])[N:10]2[C:11]2[CH:16]=[CH:15][CH:14]=[C:13]([N+:17]([O-:19])=[O:18])[CH:12]=2)=[CH:8][CH:9]=1 |f:2.3|. Procedure: The procedure of Example 1 was repeated using 6-methyl-2-(3-nitrophenylamino)nicotinaldehyde (1.0 eq., prepared in Synthetic Example 1), ethyl 5-(pyridin-4-yl)pentanoate (1.5 eq.) and LDA (1.5 eq.) to obtain 7-methyl-1-(3-nitrophenyl)-3-[3-(pyridin-4-yl)propyl]-1,8-naphthyridin-2(1H)-one, mp 165 to 166° C./AcOEt, wherein the product was purified through silica gel column chromatography and recrystallization. Yields the product CC1=CC=C2C=C(C(N(C2=N1)C1=CC(=CC=C1)[N+](=O)[O-])=O)CCCC1=CC=NC=C1 (7-methyl-1-(3-nitrophenyl)-3-[3-(pyridin-4-yl)propyl]-1,8-naphthyridin-2(1H)-one). Solvent: CCOC(=O)C (AcOEt). Reactants: CC(=O)SCC(C)C(=O)N(CC(=O)O)Cc1ccco1, N. Product: CC(CS)C(=O)N(CC(=O)O)Cc1ccco1. RXN SMILES: [C:2](=[O:3])([CH3:4])[S:5][CH2:6][CH:7]([C:8](=[O:9])[N:10]([CH2:11][C:12](=[O:13])[OH:14])[CH2:15][c:16]1[cH:17][cH:18][cH:19][o:20]1)[CH3:21].[NH3:1]>>[SH:5][CH2:6][CH:7]([C:8](=[O:9])[N:10]([CH2:11][C:12](=[O:13])[OH:14])[CH2:15][c:16]1[cH:17][cH:18][cH:19][o:20]1)[CH3:21].